Dataset: the Open Reaction Database (ORD), a public repository of structured organic reaction records. Task: describe an organic reaction: reactants, conditions, products, and yield The reactants are C(C)(C)(C)C1=CC(=C(C=C1)NC(C)=O)[N+](=O)[O-] (N-(4-tert-butyl-2-nitrophenyl) acetamide), C[O-].[Na+] (sodium methoxide). The solvent is CO (methanol), CO (methanol). Reaction conditions: time 2 hour. Product: C(C)(C)(C)C1=CC(=C(C=C1)N)[N+](=O)[O-] (4-tert-Butyl-2-nitrophenylamine). The yield is 92.2%. As a reaction SMILES: [C:1]([C:5]1[CH:10]=[CH:9][C:8]([NH:11]C(=O)C)=[C:7]([N+:15]([O-:17])=[O:16])[CH:6]=1)([CH3:4])([CH3:3])[CH3:2].C[O-].[Na+]>CO>[C:1]([C:5]1[CH:10]=[CH:9][C:8]([NH2:11])=[C:7]([N+:15]([O-:17])=[O:16])[CH:6]=1)([CH3:4])([CH3:2])[CH3:3] |f:1.2|. Procedure details: A reactor was charged with methanol (13.5 L) and N-(4-tert-butyl-2-nitrophenyl) acetamide (Preparation 109, 7.0 kg, 29.6 mol). The mixture was stirred for ten minutes then a solution of 30% sodium methoxide in methanol (6.49 L, 35.5 mol) was added slowly at room temperature. The mixture was heated slowly to reflux and held at that temperature for two hours. The methanol was distilled to dryness under vacuum at 50-55° C. and the solids cooled to room temperature. The residue was stirred in water ...